The task is: describe an organic reaction: reactants, conditions, products, and yield. This data is from the Open Reaction Database (ORD), a public repository of structured organic reaction records. The reactants are C1(=CC=CC=C1)OP(OC1=CC=CC=C1)O (phosphorous diphenyl ester), N(CC(=O)O)C(=O)OCC1=CC=CC=C1 (Z-Gly), mercuric chloride, C1=CC(=CC=C1[N+](=O)[O-])O (p-nitrophenol). Solvent: N1=CC=CC=C1 (pyridine), N1=CC=CC=C1 (pyridine), N1=CC=CC=C1 (pyridine), N1=CC=CC=C1 (pyridine). Yields the product [N+](=O)([O-])C1=CC=C(C=C1)OC(CN)=O (glycine p-nitrophenyl ester). Yield: 75.0%. Reaction SMILES: C1(OP(O)OC2C=CC=CC=2)C=CC=CC=1.[CH:17]1[C:22]([N+:23]([O-:25])=[O:24])=[CH:21][CH:20]=[C:19]([OH:26])[CH:18]=1.[NH:27](C(OCC1C=CC=CC=1)=O)[CH2:28][C:29](O)=[O:30]>N1C=CC=CC=1>[N+:23]([C:22]1[CH:21]=[CH:20][C:19]([O:26][C:29](=[O:30])[CH2:28][NH2:27])=[CH:18][CH:17]=1)([O-:25])=[O:24]. Procedure details: A mixture of 2.93 g. (0.0125 mole) of phosphorous diphenyl ester and 3.37 g. (0.0125 mole) of mercuric chloride was refluxed for 1 hour in 20 ml. of pyridine. Thereafter, 1.74 g. (0.0125 mole) of p-nitrophenol and 10 ml. of pyridine were added, and the mixture was further reacted for 1 hour. To the reaction mixture were added 2.61 g. (0.0125 mole) of Z-Gly.OH having an amino group protected with Z and 10 ml. of pyridine, and the mixture was reacted under reflux for 1 hour. After completion of th... Reactants: CC(=O)O[BH-](OC(C)=O)OC(C)=O, CC1COCCC1=O, ClCCl, NCc1ccccc1, [Na+]. The product is CC1COCCC1NCc1ccccc1. As a reaction SMILES: [C:17]([O:18][BH-:19]([O:20][C:21](=[O:22])[CH3:23])[O:24][C:25](=[O:26])[CH3:27])(=[O:28])[CH3:29].[CH3:1][CH:2]1[CH2:3][O:4][CH2:5][CH2:6][C:7]1=[O:8].[Cl:31][CH2:32][Cl:33].[NH2:9][CH2:10][c:11]1[cH:12][cH:13][cH:14][cH:15][cH:16]1.[Na+:30]>>[CH3:1][CH:2]1[CH2:3][O:4][CH2:5][CH2:6][CH:7]1[NH:9][CH2:10][c:11]1[cH:12][cH:13][cH:14][cH:15][cH:16]1. Reactants: ClC1=CC=C(OCC2(OC2)C(C)(C)C)C=C1 (2-(4-chlorophenoxy-methyl)-2-tert.-butyl-oxirane), N1N=CN=C1 (1,2,4-triazole). Run in C(C)O (ethanol). The product is ClC1=CC=C(OCC(CN2N=CN=C2)(C(C)(C)C)O)C=C1 (2-(4-chlorophenoxy-methyl)-3,3-dimethyl-1-(1,2,4-triazol-1-yl)-butan-2-ol). The yield is 64.8%. Reaction SMILES: [Cl:1][C:2]1[CH:16]=[CH:15][C:5]([O:6][CH2:7][C:8]2([C:11]([CH3:14])([CH3:13])[CH3:12])[CH2:10][O:9]2)=[CH:4][CH:3]=1.[NH:17]1[CH:21]=[N:20][CH:19]=[N:18]1>C(O)C>[Cl:1][C:2]1[CH:16]=[CH:15][C:5]([O:6][CH2:7][C:8]([OH:9])([C:11]([CH3:14])([CH3:13])[CH3:12])[CH2:10][N:17]2[CH:21]=[N:20][CH:19]=[N:18]2)=[CH:4][CH:3]=1. Procedure: 72.15 g (0.3 mol) of 2-(4-chlorophenoxy-methyl)-2-tert.-butyl-oxirane and 24.15 g (0.35 mol) of 1,2,4-triazole were heated under reflux in 120 ml of ethanol for 48 hours. The mixture was then concentrated, and the residue was taken up in 200 ml of ethyl acetate and the solution heated. The solution was thereafter cooled in an ice bath, and the solid material was filtered off under suction and was washed with ethyl acetate. The filtrate was concentrated and the residue was dissolved in ether/hexa...